Dataset: the Open Reaction Database (ORD), a public repository of structured organic reaction records. Task: describe an organic reaction: reactants, conditions, products, and yield Starting materials: CC(C)([O-])C.[K+] (potassium t-butoxide), ClCC[C@H]1N(C[C@@H](C1)O)C(=O)OCC ((2S,4R)-2-(2-chloroethyl)-1-ethoxycarbonyl-4-hydroxypyrrolidine), ClC1=CC(=C(C=C1)O)CCC1=CC=CC=C1 (4-chloro-2-(2-phenylethyl)phenol). Solvent: CN(C(C)=O)C (N,N-dimethylacetamide). Yields the product ClC1=CC(=C(OCC[C@H]2N(C[C@@H](C2)O)C(=O)OCC)C=C1)CCC1=CC=CC=C1 ((2R,4R)-2-{2-[4-Chloro-2-(2-phenylethyl)phenoxy]ethyl}-1-ethoxycarbonyl-4-hydroxypyrrolidine). Yield: 29.0%. As a reaction SMILES: [Cl:1][C:2]1[CH:7]=[CH:6][C:5]([OH:8])=[C:4]([CH2:9][CH2:10][C:11]2[CH:16]=[CH:15][CH:14]=[CH:13][CH:12]=2)[CH:3]=1.CC(C)([O-])C.[K+].Cl[CH2:24][CH2:25][C@@H:26]1[CH2:30][C@@H:29]([OH:31])[CH2:28][N:27]1[C:32]([O:34][CH2:35][CH3:36])=[O:33]>CN(C)C(=O)C>[Cl:1][C:2]1[CH:7]=[CH:6][C:5]([O:8][CH2:24][CH2:25][C@@H:26]2[CH2:30][C@@H:29]([OH:31])[CH2:28][N:27]2[C:32]([O:34][CH2:35][CH3:36])=[O:33])=[C:4]([CH2:9][CH2:10][C:11]2[CH:12]=[CH:13][CH:14]=[CH:15][CH:16]=2)[CH:3]=1 |f:1.2|. Procedure details: 500 mg of 4-chloro-2-(2-phenylethyl)phenol were dissolved in 10 ml of N,N-dimethylacetamide, allowed to react with 270 mg of potassium t-butoxide and 520 mg of (2S,4R)-2-(2-chloroethyl)-1-ethoxycarbonyl-4-hydroxypyrrolidine and extracted in the same manner as described in step (a) of Example 1. The resulting oily substance was purified by silica gel column chromatography, using a 1:2 by volume mixture of hexane and ethyl acetate as the eluent, to give 260 mg (yield 29%) of the title compound as ... Run at temperature -78 celsius, time 30 minute. As a reaction SMILES: C([Li])[CH2:2][CH2:3][CH3:4].CP(=O)(OCC)OCC.B(F)(F)F.C[CH2:20][O:21][CH2:22][CH3:23].[O:24]1[CH2:28][CH2:27][CH2:26][CH2:25]1>>[CH2:28]([O:24][CH2:23][C@H:22]1[CH2:20][O:21]1)[C:27]1[CH:4]=[CH:3][CH:2]=[CH:25][CH:26]=1 |f:2.3|. Starting materials: C(CCC)[Li] (n-butyllithium), CP(OCC)(OCC)=O (diethyl methylphosphonate), O1CCCC1 (tetrahydrofuran), B(F)(F)F.CCOCC (BF3.Et2O), O1CCCC1 (THF). The product is C(C1=CC=CC=C1)OC[C@@H]1OC1 ((R)-(-)-2-(benzyloxymethyl)oxirane). Procedure: A solution of n-butyllithium (2.5M in hexane, 72 mL, 180 mmol) was added dropwise to a solution of diethyl methylphosphonate (27.4 g, 180 mmol) in 200 mL dry tetrahydrofuran (THF) at -78° C. After 30 minutes of stirring at -78° C., the resulting white suspension was added in a slow stream through a cannula to a stirred solution of BF3.Et2O (22.13 mL, 180 mmol) in THF (400 mL) at -78° C. After 10 minutes, neat (R)-(-)-2-(benzyloxymethyl)oxirane 1-1 (10 g, 61 mmol, obtained from the Aldrich Chemic... Reactants: C(C1=CC=CC=C1)OC1=C(C=CC=C1)C1(CC1)N (1-(2-(benzyloxy)phenyl)cyclopropanamine), BrC=1C(N(C=C(N1)Br)C=1C=C(C(=O)OC)C=C(C1C)F)=O (3-(3,5-dibromo-2-oxo-2H-pyrazin-1-yl)-5-fluoro-4-methyl-benzoic acid, methyl ester), C(C)N(C(C)C)C(C)C (N-ethyldiisopropylamine). Run in O1CCOCC1 (dioxane), Cl (HCl). Run at temperature 100 celsius, time 8 hour. Yields the product BrC=1N=C(C(N(C1)C=1C=C(C(=O)OC)C=C(C1C)F)=O)NC1(CC1)C1=C(C=CC=C1)OCC1=CC=CC=C1 (3-[5-bromo-2-oxo-3-[[1-[2-(phenylmethoxy)phenyl]cyclopropyl]amino]-1(2H)-pyrazinyl]-5-fluoro-4-methyl-benzoic acid, methyl ester). As a reaction SMILES: [CH2:1]([O:8][C:9]1[CH:14]=[CH:13][CH:12]=[CH:11][C:10]=1[C:15]1([NH2:18])[CH2:17][CH2:16]1)[C:2]1[CH:7]=[CH:6][CH:5]=[CH:4][CH:3]=1.Br[C:20]1[C:21](=[O:39])[N:22]([C:27]2[CH:28]=[C:29]([CH:34]=[C:35]([F:38])[C:36]=2[CH3:37])[C:30]([O:32][CH3:33])=[O:31])[CH:23]=[C:24]([Br:26])[N:25]=1.C(N(C(C)C)C(C)C)C>O1CCOCC1.Cl>[Br:26][C:24]1[N:25]=[C:20]([NH:18][C:15]2([C:10]3[CH:11]=[CH:12][CH:13]=[CH:14][C:9]=3[O:8][CH2:1][C:2]3[CH:3]=[CH:4][CH:5]=[CH:6][CH:7]=3)[CH2:17][CH2:16]2)[C:21](=[O:39])[N:22]([C:27]2[CH:28]=[C:29]([CH:34]=[C:35]([F:38])[C:36]=2[CH3:37])[C:30]([O:32][CH3:33])=[O:31])[CH:23]=1. Procedure details: A solution of 1-(2-(benzyloxy)phenyl)cyclopropanamine (Example 167a, 5 g) in dioxane (200 mL) was treated with 3-(3,5-dibromo-2-oxo-2H-pyrazin-1-yl)-5-fluoro-4-methyl-benzoic acid, methyl ester (Example 252g, 7.5 g) and N-ethyldiisopropylamine (5.36 mL) under nitrogen. The resulting solution was stirred at 100° C. for 8 h. The cooled reaction mixture was diluted with 2M HCl (300 mL), and extracted with ether (3×300 mL). The combined organics were dried (MgSO4), filtered and evaporated to afford ... Reactants: COC(=O)C(Cc1ccccc1)Oc1c(Br)cc(-c2c3ccccc3c(Br)c3sc(C)c(C)c23)cc1C1CCCC1, CO, [K+], C1CCOC1, [OH-]. Yields the product Cc1sc2c(Br)c3ccccc3c(-c3cc(Br)c(OC(Cc4ccccc4)C(=O)O)c(C4CCCC4)c3)c2c1C. As a reaction SMILES: [CH3:1][O:2][C:3]([CH:4]([CH2:5][c:6]1[cH:7][cH:8][cH:9][cH:10][cH:11]1)[O:12][c:13]1[c:14]([Br:40])[cH:15][c:16](-[c:24]2[c:25]3[cH:26][cH:27][cH:28][cH:29][c:30]3[c:31]([Br:39])[c:32]3[s:33][c:34]([CH3:38])[c:35]([CH3:37])[c:36]23)[cH:17][c:18]1[CH:19]1[CH2:20][CH2:21][CH2:22][CH2:23]1)=[O:41].[CH3:49][OH:50].[K+:43].[O:44]1[CH2:45][CH2:46][CH2:47][CH2:48]1.[OH-:42]>>[O:2]=[C:3]([CH:4]([CH2:5][c:6]1[cH:7][cH:8][cH:9][cH:10][cH:11]1)[O:12][c:13]1[c:14]([Br:40])[cH:15][c:16](-[c:24]2[c:25]3[cH:26][cH:27][cH:28][cH:29][c:30]3[c:31]([Br:39])[c:32]3[s:33][c:34]([CH3:38])[c:35]([CH3:37])[c:36]23)[cH:17][c:18]1[CH:19]1[CH2:20][CH2:21][CH2:22][CH2:23]1)[OH:41]. The reactants are NC1=C(C=NN1C1=C(C=CC=C1)OC)C#N (5-amino-1-(2-methoxyphenyl)-1H-pyrazole-4-carbonitrile), S1CCC(CC1)NN (1-(tetrahydro-2H-thiopyran-4-yl)hydrazine). Product: NC1=C(C=NN1C1CCSCC1)C#N (5-amino-1-(tetrahydro-2H-thiopyran-4-yl)-1H-pyrazole-4-carbonitrile). RXN SMILES: [NH2:1][C:2]1[N:6]([C:7]2[CH:12]=[CH:11]C=[CH:9][C:8]=2OC)[N:5]=[CH:4][C:3]=1[C:15]#[N:16].[S:17]1CCC(NN)CC1>>[NH2:1][C:2]1[N:6]([CH:7]2[CH2:12][CH2:11][S:17][CH2:9][CH2:8]2)[N:5]=[CH:4][C:3]=1[C:15]#[N:16]. Reported procedure: Following the procedure for the preparation of 5-amino-1-(2-methoxyphenyl)-1H-pyrazole-4-carbonitrile but substituting 1-(tetrahydro-2H-thiopyran-4-yl)hydrazine provided the title compound. 400 MHz 1H NMR (CDCl3) δ 7.44 (s, 1H), 4.71 (s, 2H), 3.84-3.76 (m, 1H), 2.80-2.63 (m, 4H), 2.24-2.10 (m, 4H). MS: (M+H m/z 209.1). The reactants are P(=O)(Cl)(Cl)Cl (phosphorus oxychloride), C(C(C)C)N1C=NC=2C=[N+](C=3C=CC=CC3C21)[O-] (1-isobutyl-1H-imidazo[4,5-c]quinoline-5-oxide), [OH-].[NH4+] (ammonium hydroxide). Solvent: CN(C=O)C (N,N-dimethylformamide). Conditions: temperature 20 celsius, time 15 minute. Product: O.ClC1=NC=2C=CC=CC2C2=C1N=CN2CC(C)C (4-chloro-1-isobutyl-1H-imidazo[4,5-c]quinoline hydrate). As a reaction SMILES: P(Cl)(Cl)([Cl:3])=[O:2].[CH2:6]([N:10]1[C:22]2[C:21]3[CH:20]=[CH:19][CH:18]=[CH:17][C:16]=3[N+:15]([O-])=[CH:14][C:13]=2[N:12]=[CH:11]1)[CH:7]([CH3:9])[CH3:8].[OH-].[NH4+]>CN(C)C=O>[OH2:2].[Cl:3][C:14]1[C:13]2[N:12]=[CH:11][N:10]([CH2:6][CH:7]([CH3:9])[CH3:8])[C:22]=2[C:21]2[CH:20]=[CH:19][CH:18]=[CH:17][C:16]=2[N:15]=1 |f:2.3,5.6|. Procedure: To a solution of 4.8 g (0.0311 mole) of phosphorus oxychloride in 20 ml of N,N-dimethylformamide was added, in small portions, 5.0 g (0.207 mole) of 1-isobutyl-1H-imidazo[4,5-c]quinoline-5-oxide. The solution was stirred for 15 minutes at 20° C., then heated on a steam bath for 15 minutes. The solution was cooled to 20° C., then poured into stirred ice. The solution was basified to pH 8 with concentrated ammonium hydroxide. The yellow solid precipitate was separated by filtration, washed sequent...